From a dataset of the Open Reaction Database (ORD), a public repository of structured organic reaction records. describe an organic reaction: reactants, conditions, products, and yield As a reaction SMILES: [C:4]([CH3:5])([CH3:6])([CH3:7])[O:8][C:9](=[O:10])[N:11]1[CH2:12][CH2:13][CH2:14][CH:15]([N:25]([c:26]2[n:27][n:28][n:29]([CH2:31][CH2:32][N:33]3[C:34](=[O:35])[c:36]4[c:37]([cH:38][cH:39][cH:40][cH:41]4)[C:42]3=[O:43])[n:30]2)[CH2:44][c:45]2[cH:46][c:47]([C:55]([F:56])([F:57])[F:58])[cH:48][c:49]([C:51]([F:52])([F:53])[F:54])[cH:50]2)[c:16]2[cH:17][c:18]3[c:22]([cH:23][c:24]21)[CH2:21][O:20][CH2:19]3.[CH3:59][OH:60].[NH2:2][NH2:3].[OH2:1]>>[C:4]([CH3:5])([CH3:6])([CH3:7])[O:8][C:9](=[O:10])[N:11]1[CH2:12][CH2:13][CH2:14][CH:15]([N:25]([c:26]2[n:27][n:28][n:29]([CH2:31][CH2:32][NH2:33])[n:30]2)[CH2:44][c:45]2[cH:46][c:47]([C:55]([F:56])([F:57])[F:58])[cH:48][c:49]([C:51]([F:52])([F:53])[F:54])[cH:50]2)[c:16]2[cH:17][c:18]3[c:22]([cH:23][c:24]21)[CH2:21][O:20][CH2:19]3. Starting materials: CC(C)(C)OC(=O)N1CCCC(N(Cc2cc(C(F)(F)F)cc(C(F)(F)F)c2)c2nnn(CCN3C(=O)c4ccccc4C3=O)n2)c2cc3c(cc21)COC3, CO, NN, O. Product: CC(C)(C)OC(=O)N1CCCC(N(Cc2cc(C(F)(F)F)cc(C(F)(F)F)c2)c2nnn(CCN)n2)c2cc3c(cc21)COC3. Reactants: CC(C)C(NC(=O)OC(C)(C)C)C(=O)O, C(=NC1CCCCC1)=NC1CCCCC1, ClCCl, Cl, Cl, CC(O)C(O)C1CNc2[nH]c(N)nc(=O)c2N1, c1ccncc1. Yields the product CC(C)C(NC(=O)OC(C)(C)C)C(=O)N1c2c([nH]c(N)nc2=O)NCC1C(O)C(C)O. RXN SMILES: [C:1](=[O:2])([O:3][C:4]([CH3:5])([CH3:6])[CH3:7])[NH:8][CH:9]([CH:10]([CH3:11])[CH3:12])[C:13](=[O:14])[OH:15].[CH:16]1([N:17]=[C:18]=[N:19][CH:20]2[CH2:21][CH2:22][CH2:23][CH2:24][CH2:25]2)[CH2:26][CH2:27][CH2:28][CH2:29][CH2:30]1.[Cl:50][CH2:51][Cl:52].[ClH:31].[ClH:32].[NH2:33][c:34]1[nH:35][c:36]2[c:41]([c:42](=[O:44])[n:43]1)[NH:40][CH:39]([CH:45]([CH:46]([CH3:47])[OH:48])[OH:49])[CH2:38][NH:37]2.[cH:53]1[cH:54][cH:55][n:56][cH:57][cH:58]1>>[C:1](=[O:2])([O:3][C:4]([CH3:5])([CH3:6])[CH3:7])[NH:8][CH:9]([CH:10]([CH3:11])[CH3:12])[C:13](=[O:15])[N:40]1[CH:39]([CH:45]([CH:46]([CH3:47])[OH:48])[OH:49])[CH2:38][NH:37][c:36]2[nH:35][c:34]([NH2:33])[n:43][c:42](=[O:44])[c:41]21.